Dataset: the Open Reaction Database (ORD), a public repository of structured organic reaction records. Task: describe an organic reaction: reactants, conditions, products, and yield The reactants are O (water), CN=C=S (methyl isothiocyanate), +50C, N1=CC(=CC=C1)[C@@H]1[S@@](CCCC1)=O ((1R,2R)-2-(3-pyridyl)tetrahydro-2H-thiopyran 1-oxide), +50C, C[Si](C)(C)[N-][Si](C)(C)C.[Li+] (lithium bis(trimethylsilyl)amide). The solvent is O1CCCC1 (tetrahydrofuran), O1CCCC1 (tetrahydrofuran), O1CCCC1 (tetrahydrofuran). Reaction conditions: time 30 minute. Yields the product N1=CC(=CC=C1)[C@@]1([S@@](CCCC1)=O)C(NC)=S ((1R,2R)-2-(3-pyridyl)-N-methyltetrahydro-2H-thiopyran-2-carbothioamide 1-oxide). The yield is 73.7%. As a reaction SMILES: [N:1]1[CH:6]=[CH:5][CH:4]=[C:3]([C@H:7]2[CH2:12][CH2:11][CH2:10][CH2:9][S@:8]2=[O:13])[CH:2]=1.C[Si]([N-][Si](C)(C)C)(C)C.[Li+].[CH3:24][N:25]=[C:26]=[S:27].O>O1CCCC1>[N:1]1[CH:6]=[CH:5][CH:4]=[C:3]([C@@:7]2([C:26](=[S:27])[NH:25][CH3:24])[CH2:12][CH2:11][CH2:10][CH2:9][S@:8]2=[O:13])[CH:2]=1 |f:1.2|. Procedure: A stirred suspension of (1R,2R)-2-(3-pyridyl)tetrahydro-2H-thiopyran 1-oxide (50.0 g) in dry tetrahydrofuran (500 ml) is treated with a solution of lithium bis(trimethylsilyl)amide in tetrahydrofuran (281 ml;1M) at between -5° C. and +5° C. The resulting suspension is stirred for 15 minutes at between -5° C. and +50C. and then it is treated with a solution of methyl isothiocyanate (20.26 g) in dry tetrahydrofuran (63 ml) at between -5° C. and +50C. The mixture is stirred at between -5° C. and +5... Run in C(C)(=O)O (acetic acid). Procedure: A mixture of 2,4-diamino-5-hydroxymethylpyrimidine (4.30 g, 30.0 mmol), prepared from 2,4-diamino-5-cyanopyrimidine as described in U.K. Pat. No. 1 413 472, 2,6-dimethoxyaniline (5.05 g, 33.0 mmol), acetic acid (60 mL), and concentrated hydrochloric acid (4.2 mL) was refluxed for 41/2 hours, cooled, and filtered to give the hydrochloride salt of the title compound (7.13 g, 76.2%). The salt was dissolved in water and the solution made basic with concentrated ammonium hydroxide. The resulting prec... Yields the product hydrochloride salt, NC1=NC=C(C(=N1)N)CC1=CC(=C(C(=C1)OC)N)OC (2,4-Diamino-5-(4-amino-3,5-dimethoxybenzyl)pyrimidine). Yield: 86.3%. RXN SMILES: [NH2:1][C:2]1[N:7]=[C:6]([NH2:8])[C:5]([CH2:9]O)=[CH:4][N:3]=1.NC1N=C(N)C(C#N)=CN=1.[CH3:21][O:22][C:23]1[CH:29]=[CH:28][CH:27]=[C:26]([O:30][CH3:31])[C:24]=1[NH2:25].Cl>C(O)(=O)C>[NH2:1][C:2]1[N:7]=[C:6]([NH2:8])[C:5]([CH2:9][C:28]2[CH:27]=[C:26]([O:30][CH3:31])[C:24]([NH2:25])=[C:23]([O:22][CH3:21])[CH:29]=2)=[CH:4][N:3]=1. The reactants are COC1=C(N)C(=CC=C1)OC (2,6-dimethoxyaniline), Cl (hydrochloric acid), NC1=NC=C(C(=N1)N)CO (2,4-diamino-5-hydroxymethylpyrimidine), NC1=NC=C(C(=N1)N)C#N (2,4-diamino-5-cyanopyrimidine).